Dataset: the Open Reaction Database (ORD), a public repository of structured organic reaction records. Task: describe an organic reaction: reactants, conditions, products, and yield Reactants: CCOC(=O)c1ccc(Cc2cc3cc(S(C)(=O)=O)ccc3n2Cc2ccc(F)cc2)o1, C1COCCO1, Cl, [Li+], [OH-]. The product is CS(=O)(=O)c1ccc2c(c1)cc(Cc1ccc(C(=O)O)o1)n2Cc1ccc(F)cc1. Reaction SMILES: [CH2:1]([CH3:2])[O:3][C:4](=[O:5])[c:6]1[o:7][c:8]([CH2:11][c:12]2[n:13]([CH2:25][c:26]3[cH:27][cH:28][c:29]([F:32])[cH:30][cH:31]3)[c:14]3[cH:15][cH:16][c:17]([S:21](=[O:22])(=[O:23])[CH3:24])[cH:18][c:19]3[cH:20]2)[cH:9][cH:10]1.[CH2:36]1[O:37][CH2:38][CH2:39][O:40][CH2:41]1.[ClH:35].[Li+:33].[OH-:34]>>[O:3]=[C:4]([OH:5])[c:6]1[o:7][c:8]([CH2:11][c:12]2[n:13]([CH2:25][c:26]3[cH:27][cH:28][c:29]([F:32])[cH:30][cH:31]3)[c:14]3[cH:15][cH:16][c:17]([S:21](=[O:22])(=[O:23])[CH3:24])[cH:18][c:19]3[cH:20]2)[cH:9][cH:10]1. Starting materials: COC(=O)Oc1cc([N+](=O)[O-])c(F)cc1Br, CO, Cl, [K+], [OH-]. Product: O=[N+]([O-])c1cc(O)c(Br)cc1F. As a reaction SMILES: [C:1]([O:2][c:3]1[c:4]([Br:13])[cH:5][c:6]([F:12])[c:7]([N+:9](=[O:10])[O-:11])[cH:8]1)(=[O:14])[O:15][CH3:16].[CH3:20][OH:21].[ClH:19].[K+:18].[OH-:17]>>[OH:2][c:3]1[c:4]([Br:13])[cH:5][c:6]([F:12])[c:7]([N+:9](=[O:10])[O-:11])[cH:8]1. Starting materials: aqueous solution, C(#N)[BH3-].[Na+] (sodium cyanoborohydride), C(C=C)O[C@H]1[C@@H](O[C@@H]([C@]1(O)[Si](C1=CC=CC=C1)(C1=CC=CC=C1)C(C)(C)C)C(O)[Si](C1=CC=CC=C1)(C1=CC=CC=C1)C(C)(C)C)N1C=NC=2C(=O)NC(N)=NC12 (2′-O-allyl-3′,5′-bis(tert-butyl diphenylsilyl)guanosine), C([O-])(O)=O.[Na+] (sodium bicarbonate), C[N+]1(CCOCC1)[O-] (4-methyl morpholine-N-oxide). The reagents and catalysts are [Os](=O)(=O)(=O)=O (osmium tetroxide). Run in C(Cl)Cl (CH2Cl2), CC(=O)C (acetone). Reaction conditions: time 6 hour. The product is OCCO[C@H]1[C@@H](O[C@@H]([C@]1(O)[Si](C1=CC=CC=C1)(C1=CC=CC=C1)C(C)(C)C)C(O)[Si](C1=CC=CC=C1)(C1=CC=CC=C1)C(C)(C)C)N1C=NC=2C(=O)NC(N)=NC12 (2′-O-(2-hydroxyethyl)-3′,5′-bis(tert-butyldiphenylsilyl)guanosine). Yield: 71.5%. Reaction SMILES: [CH2:1]([O:4][C@@H:5]1[C@:9]([Si:11]([C:24]([CH3:27])([CH3:26])[CH3:25])([C:18]2[CH:23]=[CH:22][CH:21]=[CH:20][CH:19]=2)[C:12]2[CH:17]=[CH:16][CH:15]=[CH:14][CH:13]=2)([OH:10])[C@@H:8]([CH:28]([Si:30]([C:43]([CH3:46])([CH3:45])[CH3:44])([C:37]2[CH:42]=[CH:41][CH:40]=[CH:39][CH:38]=2)[C:31]2[CH:36]=[CH:35][CH:34]=[CH:33][CH:32]=2)[OH:29])[O:7][C@H:6]1[N:47]1[C:57]2[N:56]=[C:54]([NH2:55])[NH:53][C:51](=[O:52])[C:50]=2[N:49]=[CH:48]1)[CH:2]=C.C[N+]1([O-])CC[O:62]CC1.C([BH3-])#N.[Na+].C(=O)(O)[O-].[Na+]>C(Cl)Cl.[Os](=O)(=O)(=O)=O.CC(C)=O>[OH:62][CH2:2][CH2:1][O:4][C@@H:5]1[C@:9]([Si:11]([C:24]([CH3:27])([CH3:26])[CH3:25])([C:12]2[CH:17]=[CH:16][CH:15]=[CH:14][CH:13]=2)[C:18]2[CH:19]=[CH:20][CH:21]=[CH:22][CH:23]=2)([OH:10])[C@@H:8]([CH:28]([Si:30]([C:43]([CH3:46])([CH3:44])[CH3:45])([C:31]2[CH:36]=[CH:35][CH:34]=[CH:33][CH:32]=2)[C:37]2[CH:42]=[CH:41][CH:40]=[CH:39][CH:38]=2)[OH:29])[O:7][C@H:6]1[N:47]1[C:57]2[N:56]=[C:54]([NH2:55])[NH:53][C:51](=[O:52])[C:50]=2[N:49]=[CH:48]1 |f:2.3,4.5|. Procedure: 2′-O-allyl-3′,5′-bis(tert-butyl diphenylsilyl)guanosine (9 g, 11.23 mmol) was dissolved in CH2Cl2 (80 mL). To the clear solution acetone (50 mL), 4-methyl morpholine-N-oxide (1.89 g, 16.17 mmol) was added. The reaction flask was protected from light. Thus 4% aqueous solution of osmium tetroxide was added and the reaction mixture was stirred at room temperature for 6 hr. Reaction volume was concentrated to half and ethyl acetate (50 mL) was added. It was then washed with water (30 mL) and brine (... Starting materials: CN(C)C=O, CC(C)(C)OC(=O)NC(CCC(N)=O)C(=O)Oc1ccc([N+](=O)[O-])cc1, NCCCc1ccccc1. Yields the product CC(C)(C)OC(=O)NC(CCC(N)=O)C(=O)NCCCc1ccccc1. RXN SMILES: [CH3:37][N:38]([CH3:39])[CH:40]=[O:41].[N+:1]([c:2]1[cH:3][cH:4][c:5]([O:10][C:11](=[O:6])[CH:12]([NH:13][C:14](=[O:15])[O:16][C:17]([CH3:18])([CH3:19])[CH3:20])[CH2:21][CH2:22][C:23]([NH2:24])=[O:25])[cH:7][cH:8]1)([O-:9])=[O:26].[c:27]1([CH2:33][CH2:34][CH2:35][NH2:36])[cH:28][cH:29][cH:30][cH:31][cH:32]1>>[O:10]=[C:11]([CH:12]([NH:13][C:14](=[O:15])[O:16][C:17]([CH3:18])([CH3:19])[CH3:20])[CH2:21][CH2:22][C:23]([NH2:24])=[O:25])[NH:36][CH2:35][CH2:34][CH2:33][c:27]1[cH:28][cH:29][cH:30][cH:31][cH:32]1. Reactants: [H-].[Na+] (sodium hydride), C1(=CC=CC=C1)C1=CC=C(C=C1)O (4-phenylphenol), S(=O)(=O)(C1=CC=C(C)C=C1)O[C@H](C)C[C@@H](C)O ((R,R)-2,4-pentanediol monotosylate). Run in CN(C)C=O (DMF), CN(C)C=O (DMF). Run at time 3 hour. Product: C1(=CC=CC=C1)C1=CC=C(O[C@@H](C)C[C@H](C)O)C=C1 ((S,S)-2-(4'-phenylphenoxy)pentan-4-ol). Reaction SMILES: [H-].[Na+].[C:3]1([C:9]2[CH:14]=[CH:13][C:12]([OH:15])=[CH:11][CH:10]=2)[CH:8]=[CH:7][CH:6]=[CH:5][CH:4]=1.S([O:26][C@@H:27]([CH2:29][C@H:30](O)[CH3:31])[CH3:28])(C1C=CC(C)=CC=1)(=O)=O>CN(C=O)C>[C:3]1([C:9]2[CH:10]=[CH:11][C:12]([O:15][C@H:30]([CH2:29][C@@H:27]([OH:26])[CH3:28])[CH3:31])=[CH:13][CH:14]=2)[CH:4]=[CH:5][CH:6]=[CH:7][CH:8]=1 |f:0.1|. Reported procedure: 0.26 g of 55% sodium hydride was mixed with 5 ml of DMF and 0.85 g of 4-phenylphenol was added dropwise thereto. After the completion of the reaction, 1.42 g of optically active (R,R)-2,4-pentanediol monotosylate in 5 ml of DMF was added dropwise thereto. After reacting at 90° C. for three hours, the reaction mixture was treated in a conventional manner. Then it was purified by silica gel column chromatography with the use of a mixture of n-hexane with ethyl acetate (7/3) as a developing solvent... The reactants are ClC=1N=C(C2=C(N1)N(C=C2C)S(=O)(=O)C2=CC=C(C)C=C2)Cl (2,4-dichloro-5-methyl-7-tosyl-pyrrolo[2,3-d]pyrimidine), NC1=CC=C2C=NNC2=C1 (6-aminoindazole), CCN(C(C)C)C(C)C (DIPEA). Solvent: C(CCC)O (n-butyl alcohol), C(C)OC(C)=O (ethylacetate). Run at temperature 90 celsius. The product is ClC=1N=C(C2=C(N1)N(C=C2C)S(=O)(=O)C2=CC=C(C)C=C2)NC2=CC=C1C=NNC1=C2 (2-Chloro-N-(1H-indazol-6-yl)-5-methyl-7-tosyl-7H-pyrrolo[2,3-d]pyrimidin-4-amine). Isolated yield 39.7%. As a reaction SMILES: [Cl:1][C:2]1[N:3]=[C:4](Cl)[C:5]2[C:10]([CH3:11])=[CH:9][N:8]([S:12]([C:15]3[CH:21]=[CH:20][C:18]([CH3:19])=[CH:17][CH:16]=3)(=[O:14])=[O:13])[C:6]=2[N:7]=1.[NH2:23][C:24]1[CH:32]=[C:31]2[C:27]([CH:28]=[N:29][NH:30]2)=[CH:26][CH:25]=1.CCN(C(C)C)C(C)C>C(O)CCC.C(OC(=O)C)C>[Cl:1][C:2]1[N:3]=[C:4]([NH:23][C:24]2[CH:32]=[C:31]3[C:27]([CH:28]=[N:29][NH:30]3)=[CH:26][CH:25]=2)[C:5]2[C:10]([CH3:11])=[CH:9][N:8]([S:12]([C:15]3[CH:21]=[CH:20][C:18]([CH3:19])=[CH:17][CH:16]=3)(=[O:14])=[O:13])[C:6]=2[N:7]=1. Reported procedure: To a solution of 2,4-dichloro-5-methyl-7-tosyl-pyrrolo[2,3-d]pyrimidine (0.36 g, 1 mmol) in n-butyl alcohol (3 mL) was added 6-aminoindazole (0.27 g, 2 mmol) and DIPEA (0.27 mL, 1.5 mmol) at room temperature. After heating at 90° C. for 4 h, the mixture was diluted with ethylacetate and the organic layer was sequentially washed with 1N HCl, saturated NaHCO3, and brine. The organic extract was then dried over Na2SO4 and concentrated to give a crude residue, which was purified by flash column (Hex... Starting materials: FC(SC1=CC=C(CC(C#N)C#N)C=C1)(F)F ((4-(trifluoromethylthio)benzyl)malononitrile), compound ( 54 ), [H-].[Na+] (sodium hydride), BrCCC(=C(F)F)F (4-bromo-1,1,2-trifluoro-1-butene). Run in CN(C=O)C (N,N-dimethylformamide). Product: FC(CCC(C#N)(C#N)CC1=CC=C(C=C1)SC(F)(F)F)=C(F)F (2-(3,4,4-trifluoro-3-butenyl)-2-(4-(trifluoromethylthio)benzyl)malononitrile). The yield is 16.9%. As a reaction SMILES: [F:1][C:2]([F:17])([F:16])[S:3][C:4]1[CH:15]=[CH:14][C:7]([CH2:8][CH:9]([C:12]#[N:13])[C:10]#[N:11])=[CH:6][CH:5]=1.[H-].[Na+].Br[CH2:21][CH2:22][C:23]([F:27])=[C:24]([F:26])[F:25]>CN(C)C=O>[F:27][C:23](=[C:24]([F:26])[F:25])[CH2:22][CH2:21][C:9]([CH2:8][C:7]1[CH:6]=[CH:5][C:4]([S:3][C:2]([F:16])([F:1])[F:17])=[CH:15][CH:14]=1)([C:12]#[N:13])[C:10]#[N:11] |f:1.2|. Procedure details: Using 0.50 g of (4-(trifluoromethylthio)benzyl)malononitrile, 10 ml of N,N-dimethylformamide, 86 mg of sodium hydride (60% in oil), and 0.74 g of 4-bromo-1,1,2-trifluoro-1-butene, and according to the process described in the Production Example 1, there was obtained 0.12 g of 2-(3,4,4-trifluoro-3-butenyl)-2-(4-(trifluoromethylthio)benzyl)malononitrile (the present compound (54)). RXN SMILES: [C:1]([CH3:2])([CH3:3])([CH3:4])[O:5][C:6](=[O:7])[N:8]1[CH:9]([CH2:13][OH:14])[CH2:10][CH2:11][CH2:12]1.[OH:15][c:16]1[cH:17][cH:18][cH:19][cH:20][cH:21]1>>[C:1]([CH3:2])([CH3:3])([CH3:4])[O:5][C:6](=[O:7])[N:8]1[CH:9]([CH2:13][O:14][c:16]2[cH:17][cH:18][cH:19][cH:20][cH:21]2)[CH2:10][CH2:11][CH2:12]1. Yields the product CC(C)(C)OC(=O)N1CCCC1COc1ccccc1. The reactants are CC(C)(C)OC(=O)N1CCCC1CO, Oc1ccccc1. The reactants are N#Cc1ccc(Br)cn1, c1ccc(C(P[Pd](PC(c2ccccc2)(c2ccccc2)c2ccccc2)(PC(c2ccccc2)(c2ccccc2)c2ccccc2)PC(c2ccccc2)(c2ccccc2)c2ccccc2)(c2ccccc2)c2ccccc2)cc1, CCO, [Na+], [Na+], O=C([O-])[O-], OB(O)c1ccccc1, c1ccccc1. The product is N#Cc1ccc(-c2ccccc2)cn1. RXN SMILES: [Br:1][c:2]1[cH:3][cH:4][c:5]([C:8]#[N:9])[n:6][cH:7]1.[C:31]([PH:32][Pd:33]([PH:34][C:35]([c:36]1[cH:37][cH:38][cH:39][cH:40][cH:41]1)([c:42]1[cH:43][cH:44][cH:45][cH:46][cH:47]1)[c:48]1[cH:49][cH:50][cH:51][cH:52][cH:53]1)([PH:54][C:55]([c:56]1[cH:57][cH:58][cH:59][cH:60][cH:61]1)([c:62]1[cH:63][cH:64][cH:65][cH:66][cH:67]1)[c:68]1[cH:69][cH:70][cH:71][cH:72][cH:73]1)[PH:74][C:75]([c:76]1[cH:77][cH:78][cH:79][cH:80][cH:81]1)([c:82]1[cH:83][cH:84][cH:85][cH:86][cH:87]1)[c:88]1[cH:89][cH:90][cH:91][cH:92][cH:93]1)([c:94]1[cH:95][cH:96][cH:97][cH:98][cH:99]1)([c:100]1[cH:101][cH:102][cH:103][cH:104][cH:105]1)[c:106]1[cH:107][cH:108][cH:109][cH:110][cH:111]1.[CH3:112][CH2:113][OH:114].[Na+:19].[Na+:20].[O-:21][C:22](=[O:23])[O-:24].[c:10]1([B:16]([OH:17])[OH:18])[cH:11][cH:12][cH:13][cH:14][cH:15]1.[cH:25]1[cH:26][cH:27][cH:28][cH:29][cH:30]1>>[c:2]1(-[c:10]2[cH:11][cH:12][cH:13][cH:14][cH:15]2)[cH:3][cH:4][c:5]([C:8]#[N:9])[n:6][cH:7]1.